The task is: describe an organic reaction: reactants, conditions, products, and yield. This data is from the Open Reaction Database (ORD), a public repository of structured organic reaction records. The reactants are Cl (HCl), NCC=1C=C(C(=O)C=2C(=C(C3=C(CC(O3)C(=O)OCC)C2)Cl)Cl)C=CC1O (ethyl 5-(3-aminomethyl-4-hydroxybenzoyl)-6,7-dichloro-2,3-dihydrobenzofuran-2-carboxylate). The solvent is C(C)O (ethanol). Yields the product Cl.NCC=1C=C(C(=O)C=2C(=C(C3=C(CC(O3)C(=O)O)C2)Cl)Cl)C=CC1O ((±) 5-(3'-Aminomethyl-4-hydroxybenzoyl)-6,7-dichloro-2,3-dihydrobenzofuran-2-carboxylic acid hydrochloride). RXN SMILES: [NH2:1][CH2:2][C:3]1[CH:4]=[C:5]([CH:24]=[CH:25][C:26]=1[OH:27])[C:6]([C:8]1[C:9]([Cl:23])=[C:10]([Cl:22])[C:11]2[O:15][CH:14]([C:16]([O:18]CC)=[O:17])[CH2:13][C:12]=2[CH:21]=1)=[O:7].Cl>C(O)C>[ClH:22].[NH2:1][CH2:2][C:3]1[CH:4]=[C:5]([CH:24]=[CH:25][C:26]=1[OH:27])[C:6]([C:8]1[C:9]([Cl:23])=[C:10]([Cl:22])[C:11]2[O:15][CH:14]([C:16]([OH:18])=[O:17])[CH2:13][C:12]=2[CH:21]=1)=[O:7] |f:3.4|. Procedure details: A sample of crude ethyl 5-(3-aminomethyl-4-hydroxybenzoyl)-6,7-dichloro-2,3-dihydrobenzofuran-2-carboxylate (600 mg.) was dissolved in 10 ml. of ethanol and treated with 4% aqueous HCl (125 ml.) for five hours at reflux. Reactants: C1(=CC=CC=C1)N=C=O (phenylisocyanate), S1N=NC=C1NC(CCC)=O (butyric acid-N-(1,2,3-thiadiazole-5-yl)-amide), [H-].[Na+] (sodium hydride), [H][H] (hydrogen), Cl (hydrochloric acid). Run in O1CCCC1 (tetrahydrofuran), O (water). Reaction conditions: temperature 30 celsius, time 30 minute. The product is C(CCC)(=O)N(C(=O)NC1=CC=CC=C1)C1=CN=NS1 (1-butyryl-3-phenyl-1-(1,2,3-thiadiazole-5-yl)-urea). As a reaction SMILES: [S:1]1[C:5]([NH:6][C:7](=[O:11])[CH2:8][CH2:9][CH3:10])=[CH:4][N:3]=[N:2]1.[H-].[Na+].[H][H].[C:16]1([N:22]=[C:23]=[O:24])[CH:21]=[CH:20][CH:19]=[CH:18][CH:17]=1.Cl>O1CCCC1.O>[C:7]([N:6]([C:5]1[S:1][N:2]=[N:3][CH:4]=1)[C:23]([NH:22][C:16]1[CH:21]=[CH:20][CH:19]=[CH:18][CH:17]=1)=[O:24])(=[O:11])[CH2:8][CH2:9][CH3:10] |f:1.2|. Procedure details: 13.2 g (0.077 mole) butyric acid-N-(1,2,3-thiadiazole-5-yl)-amide were dissolved in 150 ml absolute tetrahydrofuran and reacted with 3.36 g (0.077 mole) of a 55% dispersion of sodium hydride in oil, whereby during the addition the reaction solution through cooling is maintained at 30° C. After about 30 minutes of stirring at room temperature, the evolution of hydrogen is completed. 8.3 ml (0.077 mole) phenylisocyanate is added dropwise within about 5 minutes during which time the reaction temper... The reactants are [OH-].[Na+] (sodium hydroxide), C(C)OC(COC1=C(C=C(C=C1)SC1=CC(=CC(=C1)OC1=NC=C(C=C1)C(F)(F)F)C#CC1=CC=C(C=C1)S(=O)(=O)C)C)=O ({4-[3-(4-Methanesulfonyl-phenylethynyl)-5-(5-trifluoromethyl-pyridin-2-yloxy)phenylsulfanyl]-2-methyl-phenoxy}-acetic acid ethyl ester), Cl (hydrochloric acid). Solvent: C(C)O (ethanol). Run at time 16 hour. Yields the product CS(=O)(=O)C1=CC=C(C=C1)C#CC=1C=C(C=C(C1)OC1=NC=C(C=C1)C(F)(F)F)SC1=CC(=C(OCC(=O)O)C=C1)C ({4-[3-(4-Methanesulfonyl-phenylethynyl)-5-(5-trifluoromethyl-pyridin-2-yloxy)-phenylsulfanyl]-2-methyl-phenoxy}-acetic Acid). RXN SMILES: C([O:3][C:4](=[O:44])[CH2:5][O:6][C:7]1[CH:12]=[CH:11][C:10]([S:13][C:14]2[CH:19]=[C:18]([O:20][C:21]3[CH:26]=[CH:25][C:24]([C:27]([F:30])([F:29])[F:28])=[CH:23][N:22]=3)[CH:17]=[C:16]([C:31]#[C:32][C:33]3[CH:38]=[CH:37][C:36]([S:39]([CH3:42])(=[O:41])=[O:40])=[CH:35][CH:34]=3)[CH:15]=2)=[CH:9][C:8]=1[CH3:43])C.[OH-].[Na+].Cl>C(O)C>[CH3:42][S:39]([C:36]1[CH:35]=[CH:34][C:33]([C:32]#[C:31][C:16]2[CH:15]=[C:14]([S:13][C:10]3[CH:11]=[CH:12][C:7]([O:6][CH2:5][C:4]([OH:44])=[O:3])=[C:8]([CH3:43])[CH:9]=3)[CH:19]=[C:18]([O:20][C:21]3[CH:26]=[CH:25][C:24]([C:27]([F:30])([F:29])[F:28])=[CH:23][N:22]=3)[CH:17]=2)=[CH:38][CH:37]=1)(=[O:40])=[O:41] |f:1.2|. Procedure: {{4-[3-(4-Methanesulfonyl-phenylethynyl)-5-(5-trifluoromethyl-pyridin-2-yloxy)phenylsulfanyl]-2-methyl-phenoxy}-acetic acid ethyl ester (168 mg; 0.26 mmol) was dissolved in ethanol (15 mL), and aqueous 1 N sodium hydroxide (3 mL) was added. The reaction mixture was stirred for 16 h. acidified with 1 N aqueous hydrochloric acid and extracted with ethyl acetate, dried and evaporated to dryness. The organic phase was purified by preparative HPLC (method B). Yield: 120 mg (75%). HPLC-MS: m/z: 614.1 ... Reactants: C1CCOC1, NC(C(=O)O)c1cccc(Cl)c1Cl, [Na+], [OH-]. The product is NC(CO)c1cccc(Cl)c1Cl. RXN SMILES: [CH2:16]1[O:17][CH2:18][CH2:19][CH2:20]1.[NH2:1][CH:2]([C:3](=[O:4])[OH:5])[c:6]1[c:7]([Cl:13])[c:8]([Cl:12])[cH:9][cH:10][cH:11]1.[Na+:15].[OH-:14]>>[NH2:1][CH:2]([CH2:3][OH:4])[c:6]1[c:7]([Cl:13])[c:8]([Cl:12])[cH:9][cH:10][cH:11]1.